describe an organic reaction: reactants, conditions, products, and yield From a dataset of the Open Reaction Database (ORD), a public repository of structured organic reaction records. The product is N#Cc1cccc(C(Cl)c2cccc(Br)n2)c1. RXN SMILES: [Br:1][c:2]1[cH:3][cH:4][cH:5][c:6]([CH:8]([c:9]2[cH:10][c:11]([C:12]#[N:13])[cH:14][cH:15][cH:16]2)[OH:17])[n:7]1.[Cl:22][CH2:23][Cl:24].[S:18]([Cl:19])([Cl:20])=[O:21]>>[Br:1][c:2]1[cH:3][cH:4][cH:5][c:6]([CH:8]([c:9]2[cH:10][c:11]([C:12]#[N:13])[cH:14][cH:15][cH:16]2)[Cl:20])[n:7]1. The reactants are N#Cc1cccc(C(O)c2cccc(Br)n2)c1, ClCCl, O=S(Cl)Cl. Reactants: C(C)O (ethanol), C(C)OC(C(C(C)=O)CC1=C(C(=NC=C1)NC(C)=O)F)=O (2-[(2-acetylamino-3-fluoropyridin-4-yl)methyl]-3-oxobutanoic acid ethyl ester), FC(CO)(F)F (2,2,2-trifluoroethanol), CS(=O)(=O)O (methanesulfonic acid). Run in O (water), CC(C)O (2-propanol). Conditions: temperature 90 celsius, time 4 hour. Yields the product CS(=O)(=O)O.FC=1C(=NC=CC1CC=1C(OC2=C(C1C)C=CC(=C2)O)=O)N (3-(3-fluoro-2-aminopyridin-4-ylmethyl)-7-hydroxy-4-methyl-2-oxo-2H-1-benzopyran methanesulfonate). RXN SMILES: [CH2:1]([O:3][C:4](=[O:21])[CH:5]([CH2:9][C:10]1[CH:15]=[CH:14][N:13]=[C:12]([NH:16]C(=O)C)[C:11]=1[F:20])[C:6](=O)[CH3:7])[CH3:2].F[C:23](F)(F)[CH2:24][OH:25].[CH3:28][S:29]([OH:32])(=[O:31])=[O:30].[CH2:33](O)[CH3:34]>CC(O)C.O>[CH3:28][S:29]([OH:32])(=[O:31])=[O:30].[F:20][C:11]1[C:12]([NH2:16])=[N:13][CH:14]=[CH:15][C:10]=1[CH2:9][C:5]1[C:4](=[O:21])[O:3][C:1]2[CH:2]=[C:24]([OH:25])[CH:23]=[CH:34][C:33]=2[C:6]=1[CH3:7] |f:6.7|. Reported procedure: Under a nitrogen atmosphere, the oily product of step 3 (15.0 g) was dissolved in 2,2,2-trifluoroethanol (33 mL) Resorcinol (5.3 g, 47.9 mmol) and methanesulfonic acid (11.7 mL, 181 mmol) were added thereto at 24° C., and the mixture was stirred at 90° C. for 4 hours. The mixture was cooled to room temperature and allowed to stand for 13 hours, ethanol (33 mL) and water (11 mL) were then added, and the mixture was stirred at 90° C. for 4.5 hours. It was cooled to 55° C., 2-propanol (105 mL) was ... Reactants: CC1=NCCc2ccccc21, ClCCl. Yields the product CC1NCCc2ccccc21. As a reaction SMILES: [CH3:1][C:2]1=[N:3][CH2:4][CH2:5][c:6]2[cH:7][cH:8][cH:9][cH:10][c:11]21.[Cl:12][CH2:13][Cl:14]>>[CH3:1][CH:2]1[NH:3][CH2:4][CH2:5][c:6]2[cH:7][cH:8][cH:9][cH:10][c:11]21.